This data is from the Open Reaction Database (ORD), a public repository of structured organic reaction records. The task is: describe an organic reaction: reactants, conditions, products, and yield Starting materials: C(C)(C)(C)OC(=O)N1CCC(CC1)N1N=CC=2C1=NC=NC2OC2=CC=C(C=C2)S(=O)(=O)C (4-[4-(4-methanesulfonyl-phenoxy)-pyrazolo[3,4-d]pyrimidin-1-yl]-piperidine-1-carboxylic acid tert-butyl ester), FC(C(=O)O)(F)F (trifluoroacetic acid), C(C1=CC=CC=C1)Br (benzyl bromide). Solvent: ClCCl (dichloromethane). Yields the product C(C1=CC=CC=C1)N1CCC(CC1)N1N=CC=2C1=NC=NC2OC2=CC=C(C=C2)S(=O)(=O)C (1-(1-Benzyl-piperidin-4-yl)-4-(4-methanesulfonyl-phenoxy)-1H-pyrazolo[3,4-d]pyrimidine). As a reaction SMILES: C(O[C:6]([N:8]1[CH2:13][CH2:12][CH:11]([N:14]2[C:18]3=[N:19][CH:20]=[N:21][C:22]([O:23][C:24]4[CH:29]=[CH:28][C:27]([S:30]([CH3:33])(=[O:32])=[O:31])=[CH:26][CH:25]=4)=[C:17]3[CH:16]=[N:15]2)[CH2:10][CH2:9]1)=O)(C)(C)C.FC(F)(F)C(O)=O.C(Br)[C:42]1[CH:47]=[CH:46][CH:45]=[CH:44][CH:43]=1>ClCCl>[CH2:6]([N:8]1[CH2:9][CH2:10][CH:11]([N:14]2[C:18]3=[N:19][CH:20]=[N:21][C:22]([O:23][C:24]4[CH:25]=[CH:26][C:27]([S:30]([CH3:33])(=[O:32])=[O:31])=[CH:28][CH:29]=4)=[C:17]3[CH:16]=[N:15]2)[CH2:12][CH2:13]1)[C:42]1[CH:47]=[CH:46][CH:45]=[CH:44][CH:43]=1. Reported procedure: 1-(1-Benzyl-piperidin-4-yl)-4-(4-methanesulfonyl-phenoxy)-1H-pyrazolo[3,4-d]pyrimidine was prepared according to General Procedure F by the reaction of 4-[4-(4-methanesulfonyl-phenoxy)pyrazolo[3,4-d]pyrimidin-1-yl]-piperidine-1-carboxylic acid tert-butyl ester (Example 59) with trifluoroacetic acid in dichloromethane followed by reaction with benzyl bromide (available from Aldrich Chemical Company, Inc., Milwaukee, Wis., USA). 1H NMR (400 MHz, DMSO-d6) δ 1.93-1.99 (m, 2H), 2.20-2.22 (m, 4H), 2.9... Starting materials: C(=O)C=1C=NC(=C(C(=O)O)C1)C=1NC(C(N1)(C)C(C)C)=O (5-formyl-2-(4-isopropyl-4-methyl-5-oxo-2-imidazolin-2-yl)nicotinic acid), 5-(dimethyl acetal), C(C(C)O)O (1,2-propanediol), C1(=CC=C(C=C1)S(=O)(=O)O)C (p-toluenesulfonic acid). Solvent: C1(=CC=CC=C1)C (toluene). The product is CC1OC(OC1)C=1C=NC(=C(C(=O)O)C1)C=1NC(C(N1)(C)C(C)C)=O (5-(4-Methyl-1,3-dioxolan-2-yl)-2-(4-isopropyl-4-methyl-5-oxo-2-imidazolin-2-yl)nicotinic acid). Isolated yield 74.0%. Reaction SMILES: [CH:1]([C:3]1[CH:4]=[N:5][C:6]([C:12]2[NH:13][C:14](=[O:21])[C:15]([CH:18]([CH3:20])[CH3:19])([CH3:17])[N:16]=2)=[C:7]([CH:11]=1)[C:8]([OH:10])=[O:9])=[O:2].[CH2:22]([OH:26])[CH:23](O)[CH3:24].C1(C)C=CC(S(O)(=O)=O)=CC=1>C1(C)C=CC=CC=1>[CH3:24][CH:23]1[CH2:22][O:26][CH:1]([C:3]2[CH:4]=[N:5][C:6]([C:12]3[NH:13][C:14](=[O:21])[C:15]([CH:18]([CH3:19])[CH3:20])([CH3:17])[N:16]=3)=[C:7]([CH:11]=2)[C:8]([OH:10])=[O:9])[O:2]1. Reported procedure: A solution of 5-formyl-2-(4-isopropyl-4-methyl-5-oxo-2-imidazolin-2-yl)nicotinic acid, 5-(dimethyl acetal) (0.65 g, 0.00194 mol), 1,2-propanediol (0.65 g, 0.0085 mol) and a catalytic amount of p-toluenesulfonic acid in toluene is heated at reflux temperature for 2 hours. The reaction mixture is cooled to room temperature, concentrated in vacuo and the residue is dissolved in methylene chloride. The methylene chloride solution is washed sequentially with water and brine, dried over anhydrous magn... The reactants are COC(=O)Cn1c(C)cc2cc(F)ccc21, CSc1ncc(S(=O)(=O)c2ccccc2)c(C=O)n1. Yields the product COC(=O)Cn1c(C)c(Cc2nc(SC)ncc2S(=O)(=O)c2ccccc2)c2cc(F)ccc21. Reaction SMILES: [CH3:20][O:21][C:22]([CH2:23][n:24]1[c:25]([CH3:34])[cH:26][c:27]2[cH:28][c:29]([F:33])[cH:30][cH:31][c:32]12)=[O:35].[c:1]1([S:7](=[O:8])(=[O:9])[c:10]2[c:11]([CH:18]=[O:19])[n:12][c:13]([S:16][CH3:17])[n:14][cH:15]2)[cH:2][cH:3][cH:4][cH:5][cH:6]1>>[c:1]1([S:7](=[O:8])(=[O:9])[c:10]2[c:11]([CH2:18][c:26]3[c:25]([CH3:34])[n:24]([CH2:23][C:22]([O:21][CH3:20])=[O:35])[c:32]4[c:27]3[cH:28][c:29]([F:33])[cH:30][cH:31]4)[n:12][c:13]([S:16][CH3:17])[n:14][cH:15]2)[cH:2][cH:3][cH:4][cH:5][cH:6]1.